Dataset: the Open Reaction Database (ORD), a public repository of structured organic reaction records. Task: describe an organic reaction: reactants, conditions, products, and yield Reactants: S1C(SC1)=C(C(=O)OC(C)C)C(=O)C(=O)OOCC (isopropyl 2-(1,3-dithietan-2-ylidene)-2-(ethoxycarboxycarbonyl)acetate), NC1=CC=CC=C1 (aniline). Run in C(Cl)Cl (methylene chloride). The product is S1C(SC1)=C(C(=O)OC(C)C)C(NC1=CC=CC=C1)=O (Isopropyl 2-(1,3-dithietan-2-ylidene)-2-(N-phenylcarbamoyl)acetate). RXN SMILES: [S:1]1[CH2:4][S:3][C:2]1=[C:5]([C:12](C(OOCC)=O)=[O:13])[C:6]([O:8][CH:9]([CH3:11])[CH3:10])=[O:7].[NH2:20][C:21]1[CH:26]=[CH:25][CH:24]=[CH:23][CH:22]=1>C(Cl)Cl>[S:3]1[CH2:4][S:1][C:2]1=[C:5]([C:12](=[O:13])[NH:20][C:21]1[CH:26]=[CH:25][CH:24]=[CH:23][CH:22]=1)[C:6]([O:8][CH:9]([CH3:10])[CH3:11])=[O:7]. Reported procedure: A solution of isopropyl 2-(1,3-dithietan-2-ylidene)-2-(ethoxycarboxycarbonyl)acetate (10 g) and aniline (3.6 ml) in methylene chloride (100 ml) was stirred at room temperature for 8 hrs. The reaction mixture was washed with 10% aqueous sodium hydroxide solution, dil-HCl and water and then evaporated to dryness. The residue solid was purified with ethyl acetate to give the titled compound as a white solid. (7.9 g, 78%). Starting materials: C1(C=CCC1)=O (2-cyclopenten-1-one), C1(=CC=CC=C1)[Li] (phenyllithium). Run in C(C)OCC (diethyl ether), C(C)OCC (diethyl ether), C(C)OCC (diethyl ether). The product is C1(=CC=CC=C1)C1=CC=CC1 (Phenylcyclopentadiene). The yield is 120.1%. Reaction SMILES: [C:1]1(=O)[CH2:5][CH2:4][CH:3]=[CH:2]1.[C:7]1([Li])[CH:12]=[CH:11][CH:10]=[CH:9][CH:8]=1>C(OCC)C>[C:7]1([C:5]2[CH2:4][CH:3]=[CH:2][CH:1]=2)[CH:12]=[CH:11][CH:10]=[CH:9][CH:8]=1. Reported procedure: 100 ml (1.2 mol) of 2-cyclopenten-1-one in 400 ml of diethyl ether are added dropwise to 2.3 mol of phenyllithium in 1000 ml of diethyl ether at −5° C. After hydrolysis and extraction of the aqueous phase with the diethyl ether, the combined organic phases are dried over sodium sulfate. After the solvent has been stripped off, 205 g of crude product are obtained. The product is heated to 180° C. for three hours in a vigorous argon stream in a Reactants: Nc1ccc(OC(F)(F)F)cc1Br, CC#N, Cl, Cl[Cu]Cl, CC(C)(C)ON=O. Yields the product FC(F)(F)Oc1ccc(Cl)c(Br)c1. As a reaction SMILES: [Br:8][c:9]1[c:10]([NH2:11])[cH:12][cH:13][c:14]([O:16][C:17]([F:18])([F:19])[F:20])[cH:15]1.[CH3:22][C:23]#[N:24].[ClH:21].[Cu:25]([Cl:26])[Cl:27].[N:1]([O:2][C:3]([CH3:4])([CH3:5])[CH3:6])=[O:7]>>[Br:8][c:9]1[c:10]([Cl:21])[cH:12][cH:13][c:14]([O:16][C:17]([F:18])([F:19])[F:20])[cH:15]1. Starting materials: CC(C)(C)OC(=O)NC(=S)NC(=O)OC(C)(C)C, CCOc1ccnc(-c2cccc(N)c2)c1, C[n+]1ccccc1Cl, CCOC(C)=O, CCN(C(C)C)C(C)C, ClCCl, [I-]. Product: CCOc1ccnc(-c2cccc(N=C(NC(=O)OC(C)(C)C)NC(=O)OC(C)(C)C)c2)c1. RXN SMILES: [C:17]([CH3:18])([CH3:19])([CH3:20])[O:21][C:22](=[O:23])[NH:24][C:25](=[S:26])[NH:27][C:28](=[O:29])[O:30][C:31]([CH3:32])([CH3:33])[CH3:34].[CH2:1]([CH3:2])[O:3][c:4]1[cH:5][c:6](-[c:10]2[cH:11][c:12]([NH2:13])[cH:14][cH:15][cH:16]2)[n:7][cH:8][cH:9]1.[CH3:45][n+:46]1[cH:47][cH:48][cH:49][cH:50][c:51]1[Cl:52].[CH3:56][CH2:57][O:58][C:59](=[O:60])[CH3:61].[CH:35]([N:36]([CH:37]([CH3:38])[CH3:39])[CH2:40][CH3:41])([CH3:42])[CH3:43].[Cl:53][CH2:54][Cl:55].[I-:44]>>[CH2:1]([CH3:2])[O:3][c:4]1[cH:5][c:6](-[c:10]2[cH:11][c:12]([N:13]=[C:25]([NH:24][C:22]([O:21][C:17]([CH3:18])([CH3:19])[CH3:20])=[O:23])[NH:27][C:28](=[O:29])[O:30][C:31]([CH3:32])([CH3:33])[CH3:34])[cH:14][cH:15][cH:16]2)[n:7][cH:8][cH:9]1. The product is COC1=CC=C(C=C1)N1CCN(CC1)CCC1CN(C(O1)=O)C (5-[2-[4-(4-Methoxyphenyl)-1-piperazinyl]ethyl]-3-methyl-2-oxazolidinone). Procedure: This compound was prepared according to the procedure of Example 2. A mixture of 2.4 g (0.012 mol) of 1-(4-methoxyphenyl)piperazine, 2.0 g (0.012 mol) of 5-(2-chloroethyl)-3-methyl-2-oxazolidinone, 4.2 g (0.04 mol) of anhydrous sodium carbonate and 0.4 g of potassium iodide in 100 mL of 1-butanol gave 2.4 g (63%) of pink solid, mp 103°-104° C. (2-propanol). The solvent is C(CCC)O (1-butanol), CC(C)O (2-propanol). Reactants: COC1=CC=C(C=C1)N1CCNCC1 (1-(4-methoxyphenyl)piperazine), ClCCC1CN(C(O1)=O)C (5-(2-chloroethyl)-3-methyl-2-oxazolidinone), C([O-])([O-])=O.[Na+].[Na+] (sodium carbonate), [I-].[K+] (potassium iodide). Isolated yield 62.6%. As a reaction SMILES: [CH3:1][O:2][C:3]1[CH:8]=[CH:7][C:6]([N:9]2[CH2:14][CH2:13][NH:12][CH2:11][CH2:10]2)=[CH:5][CH:4]=1.Cl[CH2:16][CH2:17][CH:18]1[O:22][C:21](=[O:23])[N:20]([CH3:24])[CH2:19]1.C(=O)([O-])[O-].[Na+].[Na+].[I-].[K+]>C(O)CCC.CC(O)C>[CH3:1][O:2][C:3]1[CH:4]=[CH:5][C:6]([N:9]2[CH2:14][CH2:13][N:12]([CH2:16][CH2:17][CH:18]3[O:22][C:21](=[O:23])[N:20]([CH3:24])[CH2:19]3)[CH2:11][CH2:10]2)=[CH:7][CH:8]=1 |f:2.3.4,5.6|. The reactants are COC(=O)C(C(=O)OC)c1c(-c2ccccc2)c(C)c(C#N)c2nc(C3CC3)oc12, CS(C)=O, [Cl-], [Cl-], [Mg+2], O. Product: COC(=O)Cc1c(-c2ccccc2)c(C)c(C#N)c2nc(C3CC3)oc12. RXN SMILES: [C:1](#[N:2])[c:3]1[c:4]([CH3:30])[c:5](-[c:24]2[cH:25][cH:26][cH:27][cH:28][cH:29]2)[c:6]([CH:15]([C:16](=[O:17])[O:18][CH3:19])[C:20]([O:21][CH3:22])=[O:23])[c:7]2[c:8]1[n:9][c:10]([CH:12]1[CH2:13][CH2:14]1)[o:11]2.[CH3:34][S:35](=[O:36])[CH3:37].[Cl-:31].[Cl-:33].[Mg+2:32].[OH2:38]>>[C:1](#[N:2])[c:3]1[c:4]([CH3:30])[c:5](-[c:24]2[cH:25][cH:26][cH:27][cH:28][cH:29]2)[c:6]([CH2:15][C:16](=[O:17])[O:18][CH3:19])[c:7]2[c:8]1[n:9][c:10]([CH:12]1[CH2:13][CH2:14]1)[o:11]2. Reactants: COC=1C=C(C=CC1OC)C1=CC(N(C(N1CC)=O)C)=O (6-(3,4-dimethoxyphenyl)-1-ethyl-3-methyl-2,4(1H,3H)-pyrimidinedione), P12(=S)SP3(=S)SP(=S)(S1)SP(=S)(S2)S3 (phosphorus pentasulfide). Run in N1=CC=CC=C1 (pyridine). Yields the product COC=1C=C(C=CC1OC)C1=CC(N(C(N1CC)=O)C)=S (3,4-dihydro-6-(3,4-dimethoxyphenyl)-1-ethyl-3-methyl-4-thioxo-2(1H)-pyrimidinone). Yield: 71.1%. RXN SMILES: [CH3:1][O:2][C:3]1[CH:4]=[C:5]([C:11]2[N:16]([CH2:17][CH3:18])[C:15](=[O:19])[N:14]([CH3:20])[C:13](=O)[CH:12]=2)[CH:6]=[CH:7][C:8]=1[O:9][CH3:10].P12(SP3(SP(SP(S3)(S1)=S)(=S)S2)=S)=[S:23]>N1C=CC=CC=1>[CH3:1][O:2][C:3]1[CH:4]=[C:5]([C:11]2[N:16]([CH2:17][CH3:18])[C:15](=[O:19])[N:14]([CH3:20])[C:13](=[S:23])[CH:12]=2)[CH:6]=[CH:7][C:8]=1[O:9][CH3:10]. Reported procedure: A mixture of 6-(3,4-dimethoxyphenyl)-1-ethyl-3-methyl-2,4(1H,3H)-pyrimidinedione (0.80 g) and phosphorus pentasulfide (1.8 g) in pyridine (18 ml) was refluxed for 15 hours with stirring. The reaction mixture was evaporated under reduced pressure. The residue was washed with 1N-hydrochloric acid and extracted with dichloromethane. The extract was washed with water, dried over magnesium sulfate and evaporated under reduced pressure. The residue was triturated in diisopropyl ether to give 3,4-dihyd... Reactants: C(C)(=O)N1CCN(CC1)C1=CC=C(C=C1)OS(=O)(=O)C(F)(F)F (1-acetyl-4-(4-trifluoromethanesulfonyloxyphenyl)piperazine), COC1(CCNCC1)C1=CC=CC=C1 (4-methoxy-4-phenylpiperidine), C1(=CC=CC=C1)P(C1=C(C2=CC=CC=C2C=C1)C1=C(C=CC2=CC=CC=C12)P(C1=CC=CC=C1)C1=CC=CC=C1)C1=CC=CC=C1 (racemic-2,2′-bis(diphenylphosphino)-1,1′-binaphthyl), C([O-])([O-])=O.[Cs+].[Cs+] (cesium carbonate). The reagents and catalysts are [Pd+2].C(C)(=O)[O-].C(C)(=O)[O-] (acetic acid palladium(II) salt). The solvent is C1(=CC=CC=C1)C (toluene), ClCCl (dichloromethane). Run at time 30 minute. The product is C(C)(=O)N1CCN(CC1)C1=CC=C(C=C1)N1CCC(CC1)(C1=CC=CC=C1)OC (1-acetyl-4-[4-(4-methoxy-4-phenylpiperidin-1-yl)phenyl]piperazine). Yield: 79.1%. Reaction SMILES: [C:1]([N:4]1[CH2:9][CH2:8][N:7]([C:10]2[CH:15]=[CH:14][C:13](OS(C(F)(F)F)(=O)=O)=[CH:12][CH:11]=2)[CH2:6][CH2:5]1)(=[O:3])[CH3:2].[CH3:24][O:25][C:26]1([C:32]2[CH:37]=[CH:36][CH:35]=[CH:34][CH:33]=2)[CH2:31][CH2:30][NH:29][CH2:28][CH2:27]1.C1(P(C2C=CC=CC=2)C2C=CC3C(=CC=CC=3)C=2C2C3C(=CC=CC=3)C=CC=2P(C2C=CC=CC=2)C2C=CC=CC=2)C=CC=CC=1.C(=O)([O-])[O-].[Cs+].[Cs+]>C1(C)C=CC=CC=1.ClCCl.[Pd+2].C([O-])(=O)C.C([O-])(=O)C>[C:1]([N:4]1[CH2:9][CH2:8][N:7]([C:10]2[CH:15]=[CH:14][C:13]([N:29]3[CH2:30][CH2:31][C:26]([O:25][CH3:24])([C:32]4[CH:33]=[CH:34][CH:35]=[CH:36][CH:37]=4)[CH2:27][CH2:28]3)=[CH:12][CH:11]=2)[CH2:6][CH2:5]1)(=[O:3])[CH3:2] |f:3.4.5,8.9.10|. Procedure: A mixture of 1-acetyl-4-(4-trifluoromethanesulfonyloxyphenyl)piperazine (3 g), 4-methoxy-4-phenylpiperidine (1.63 g), acetic acid palladium(II) salt (0.11 g), racemic-2,2′-bis(diphenylphosphino)-1,1′-binaphthyl (0.42 g) and cesium carbonate (3.88 g) in toluene (17 ml) was stirred for 30 minutes at ambient temperature. After being stirred for a further 17 hours at 100° C., the reaction mixture was diluted with dichloromethane. The suspension was filtered through celite, and the filtrate was evapo...